Dataset: the Open Reaction Database (ORD), a public repository of structured organic reaction records. Task: describe an organic reaction: reactants, conditions, products, and yield As a reaction SMILES: [Br:22][c:23]1[s:24][cH:25][c:26]([C:28](=[O:29])[OH:30])[n:27]1.[CH2:31]([Cl:32])[CH2:33][Cl:34].[CH3:40][CH2:41][O:42][C:43]([CH3:44])=[O:45].[NH2:1][c:2]1[cH:3][n:4][cH:5][cH:6][c:7]1[N:8]1[CH2:9][CH:10]([NH:14][C:15]([O:16][C:17]([CH3:18])([CH3:19])[CH3:20])=[O:21])[CH2:11][CH2:12][CH2:13]1.[O:35]=[CH:36][N:37]([CH3:38])[CH3:39]>>[NH:1]([c:2]1[cH:3][n:4][cH:5][cH:6][c:7]1[N:8]1[CH2:9][CH:10]([NH:14][C:15]([O:16][C:17]([CH3:18])([CH3:19])[CH3:20])=[O:21])[CH2:11][CH2:12][CH2:13]1)[C:28]([c:26]1[cH:25][s:24][c:23]([Br:22])[n:27]1)=[O:29]. Product: CC(C)(C)OC(=O)NC1CCCN(c2ccncc2NC(=O)c2csc(Br)n2)C1. Reactants: O=C(O)c1csc(Br)n1, ClCCCl, CCOC(C)=O, CC(C)(C)OC(=O)NC1CCCN(c2ccncc2N)C1, CN(C)C=O. Reactants: CI, OC1CCC(O)CC1, [K+], [K], [OH-], O. Yields the product COC1CCC(O)CC1. RXN SMILES: [CH3:12][I:13].[CH:2]1([OH:9])[CH2:3][CH2:4][CH:5]([OH:8])[CH2:6][CH2:7]1.[K+:11].[K:1].[OH-:10].[OH2:14]>>[CH:2]1([OH:9])[CH2:3][CH2:4][CH:5]([O:8][CH3:12])[CH2:6][CH2:7]1.